This data is from the Open Reaction Database (ORD), a public repository of structured organic reaction records. The task is: describe an organic reaction: reactants, conditions, products, and yield Reactants: Cl.COC([C@@H](N)CC1=CC=CC=C1)=O (phenylalanine methyl ester hydrochloride), C(CCC)C1(N(C(=C(N1)Cl)CC(=O)O)C1=C(C=CC=C1)Cl)C (2-[n-butyl-1-(2-chlorophenyl)-methyl-4-chloro-1H-imidazol-5-yl]acetic acid), ClC1=C(C=CC=C1)CN1C(=NC=C1C(=O)O)SCCC (1-(2-chlorophenyl)methyl-2 propylthio-1H-imidazole-5-carboxylic acid). Product: C(CCC)C1(N(C(=C(N1)Cl)CC(=O)N[C@@H](CC1=CC=CC=C1)C(=O)O)C1=C(C=CC=C1)Cl)C (N-[{2-n-Butyl-1-(2-chlorophenyl)-methyl-4-chloro-1H-imidazol-5-yl}methylcarbonyl]phenylalanine). As a reaction SMILES: Cl.C[O:3][C:4](=[O:14])[C@H:5]([CH2:7][C:8]1[CH:13]=[CH:12][CH:11]=[CH:10][CH:9]=1)[NH2:6].[CH2:15]([C:19]1([CH3:36])[NH:23][C:22]([Cl:24])=[C:21]([CH2:25][C:26](O)=[O:27])[N:20]1[C:29]1[CH:34]=[CH:33][CH:32]=[CH:31][C:30]=1[Cl:35])[CH2:16][CH2:17][CH3:18].ClC1C=CC=CC=1CN1C(C(O)=O)=CN=C1SCCC>>[CH2:15]([C:19]1([CH3:36])[NH:23][C:22]([Cl:24])=[C:21]([CH2:25][C:26]([NH:6][C@H:5]([C:4]([OH:3])=[O:14])[CH2:7][C:8]2[CH:13]=[CH:12][CH:11]=[CH:10][CH:9]=2)=[O:27])[N:20]1[C:29]1[CH:34]=[CH:33][CH:32]=[CH:31][C:30]=1[Cl:35])[CH2:16][CH2:17][CH3:18] |f:0.1|. Procedure details: The title compound is prepared following the procedure of Example 1-(iii-iv) using phenylalanine methyl ester hydrochloride in place of glycine methyl ester hydrochloride and using 2-[n-butyl-1-(2-chlorophenyl)-methyl-4-chloro-1H-imidazol-5-yl]acetic acid (prepared as in U.S. Pat. No. 4,340,598) in place of 1-(2-chlorophenyl)methyl-2 propylthio-1H-imidazole-5-carboxylic acid. The reactants are CC=1C=C(C=C(C1)C)N=C=O (3,5-dimethylphenylisocyanate), C1(CC1)N (cyclopropylamine). The solvent is C(C)(C)OC(C)C (diisopropylether). The product is C1(CC1)NC(=O)NC1=CC(=CC(=C1)C)C (1-cyclopropyl-3-(3,5-dimethylphenyl)-urea). As a reaction SMILES: [CH3:1][C:2]1[CH:3]=[C:4]([N:9]=[C:10]=[O:11])[CH:5]=[C:6]([CH3:8])[CH:7]=1.[CH:12]1([NH2:15])[CH2:14][CH2:13]1>C(OC(C)C)(C)C>[CH:12]1([NH:15][C:10]([NH:9][C:4]2[CH:5]=[C:6]([CH3:8])[CH:7]=[C:2]([CH3:1])[CH:3]=2)=[O:11])[CH2:14][CH2:13]1. Procedure details: 14.7 g of 3,5-dimethylphenylisocyanate were slowly added by a dropper upon stirring at a temperature of 28° C. to a solution of 5.7 g of cyclopropylamine in 200 ml diisopropylether. The formed precipitate was removed by suction after an hour, was washed with a small amount of diisopropylene and finally dried. There were thus obtained 18.9 g of 1-cyclopropyl-3-(3,5-dimethylphenyl)-urea (92.5% of the theoretical value) having a melting point of 169° C. Reactants: C(#C)C=1C=C(C(=O)Cl)C=CC1 (m-ethynylbenzoyl chloride), C(C)NCC (diethylamine), resultant mixture. The solvent is ClCCl (dichloromethane). Yields the product C(#C)C=1C=C(C(=O)N(CC)CC)C=CC1 (3-ethynyl-N,N-diethylbenzamide). Reaction SMILES: [C:1]([C:3]1[CH:4]=[C:5]([CH:9]=[CH:10][CH:11]=1)[C:6](Cl)=[O:7])#[CH:2].[CH2:12]([NH:14][CH2:15][CH3:16])[CH3:13]>ClCCl>[C:1]([C:3]1[CH:4]=[C:5]([CH:9]=[CH:10][CH:11]=1)[C:6]([N:14]([CH2:15][CH3:16])[CH2:12][CH3:13])=[O:7])#[CH:2]. Reported procedure: Air in a 20 ml Schlenk tube was replaced by Ar gas and 1.02 g (7 mmol) of m-ethynylbenzoic acid and 5 g (42 mmol) of thionyl chloride were added to the tube and the mixture was stirred at 50° C. for 2 hours and then excess thionyl chloride was removed by distillation under reduced pressure to obtain m-ethynylbenzoyl chloride. To the m-ethynylbenzoyl chloride obtained was added a solution having 1.49 ml (14.4 mmol) of diethylamine dissolved in 7 ml of dichloromethane under ice-cooling and then th... Starting materials: N1C=C(C=2C=NC=CC21)CC#N ((1H-pyrrolo[3,2-c]pyridin-3-yl)-acetonitrile), [H][H] (hydrogen). The reagents and catalysts are [Rh] (rhodium on alumina). The solvent is C(C)O (ethanol), [NH4+].[OH-] (NH4OH). Conditions: time 24 hour. Product: NCCC1=CNC2=CC=NC=C12 (5-AZATRYPTAMINE). RXN SMILES: [NH:1]1[C:9]2[CH:8]=[CH:7][N:6]=[CH:5][C:4]=2[C:3]([CH2:10][C:11]#[N:12])=[CH:2]1.[H][H]>C(O)C.[NH4+].[OH-].[Rh]>[NH2:12][CH2:11][CH2:10][C:3]1[C:4]2[C:9](=[CH:8][CH:7]=[N:6][CH:5]=2)[NH:1][CH:2]=1 |f:3.4|. Procedure: A mixture of (1H-pyrrolo[3,2-c]pyridin-3-yl)-acetonitrile (0.260 g, 1.66 mmol) and 5% rhodium on alumina (0.26 g) in ethanol (10 mL) and concentrated NH4OH (5 mL) is placed under 55 psi hydrogen pressure on a Parr shaker. After 24 h at ambient temperature, the reaction mixture is filtered through Celite and concentrated in vacuo to afford the title amine, identified by NMR and mass spectral analyses. The reactants are [OH-].[Na+] (sodium hydroxide), ice, C(C)(C)(C)ON=C1C=C(OC2=CC=CC=C12)C=1N=CC2=CC=CC=C2C1 (2-isoquinolin-3-yl-chromen-4-one O-tert-butyl-oxime), solution. The reagents and catalysts are [Ti](Cl)(Cl)(Cl)Cl (titanium tetrachloride). Solvent: ClCCl (dichloromethane), ClCCl (dichloromethane). Conditions: temperature 0 celsius. Product: C1=NC(=CC2=CC=CC=C12)C=1OC2=CC=CC=C2C(C1)=NO (2-isoquinolin-3-yl-chromen-4-one oxime). Yield: 63.1%. As a reaction SMILES: C([O:5][N:6]=[C:7]1[C:16]2[C:11](=[CH:12][CH:13]=[CH:14][CH:15]=2)[O:10][C:9]([C:17]2[N:18]=[CH:19][C:20]3[C:25]([CH:26]=2)=[CH:24][CH:23]=[CH:22][CH:21]=3)=[CH:8]1)(C)(C)C.[OH-].[Na+]>ClCCl.[Ti](Cl)(Cl)(Cl)Cl>[CH:19]1[C:20]2[C:25](=[CH:24][CH:23]=[CH:22][CH:21]=2)[CH:26]=[C:17]([C:9]2[O:10][C:11]3[C:16]([C:7](=[N:6][OH:5])[CH:8]=2)=[CH:15][CH:14]=[CH:13][CH:12]=3)[N:18]=1 |f:1.2|. Procedure: To an ice cooled solution of 2-isoquinolin-3-yl-chromen-4-one O-tert-butyl-oxime (136 mg, 0.39 mmol) in dichloromethane (10 ml) was cautiously added dropwise a 1M solution of titanium tetrachloride in dichloromethane (1.2 ml, 1.2 mmol). The mixture was stirred at 0° C. 2 hours, then at room temperature 2 more hours and poured onto ice cold water (100 ml). The mixture was basified using a 6N aqueous sodium hydroxide solution until pH 10 and the yellow precipitate was collected by filtration. The ... As a reaction SMILES: [C:34](=[O:35])([O-:36])[OH:37].[CH3:27][N:28]1[CH2:29][CH2:30][CH2:31][C:32]1=[O:33].[Cl:11][c:12]1[cH:13][c:14]([NH2:15])[cH:16][cH:17][c:18]1[O:19][CH2:20][c:21]1[n:22][cH:23][cH:24][cH:25][cH:26]1.[Cl:1][c:2]1[c:3]2[c:4]([n:5][cH:6][n:7]1)[cH:8][cH:9][nH:10]2.[Na+:38]>>[c:2]1([NH:15][c:14]2[cH:13][c:12]([Cl:11])[c:18]([O:19][CH2:20][c:21]3[n:22][cH:23][cH:24][cH:25][cH:26]3)[cH:17][cH:16]2)[c:3]2[c:4]([n:5][cH:6][n:7]1)[cH:8][cH:9][nH:10]2. The reactants are O=C([O-])O, CN1CCCC1=O, Nc1ccc(OCc2ccccn2)c(Cl)c1, Clc1ncnc2cc[nH]c12, [Na+]. Yields the product Clc1cc(Nc2ncnc3cc[nH]c23)ccc1OCc1ccccn1. The reactants are CCOC(C)=O, COC(=O)C(Cc1ccccc1)NC(=O)CNC(=O)OC(C)(C)C, CO, CCOCC, CCCCCC, CCCCCC, [Li+], [OH-]. Yields the product CC(C)(C)OC(=O)NCC(=O)NC(Cc1ccccc1)C(=O)O. RXN SMILES: [C:46]([O:47][CH2:48][CH3:49])(=[O:50])[CH3:51].[CH3:1][O:2][C:3]([CH:4]([NH:5][C:6]([CH2:7][NH:8][C:9](=[O:10])[O:11][C:12]([CH3:13])([CH3:14])[CH3:15])=[O:16])[CH2:17][c:18]1[cH:19][cH:20][cH:21][cH:22][cH:23]1)=[O:24].[CH3:27][OH:28].[CH3:29][CH2:30][O:31][CH2:32][CH3:33].[CH3:34][CH2:35][CH2:36][CH2:37][CH2:38][CH3:39].[CH3:40][CH2:41][CH2:42][CH2:43][CH2:44][CH3:45].[Li+:26].[OH-:25]>>[O:2]=[C:3]([CH:4]([NH:5][C:6]([CH2:7][NH:8][C:9](=[O:10])[O:11][C:12]([CH3:13])([CH3:14])[CH3:15])=[O:16])[CH2:17][c:18]1[cH:19][cH:20][cH:21][cH:22][cH:23]1)[OH:24]. Reactants: N1CCC(CC1)CNC(C1=CC(=CC(=C1)C(F)(F)F)C(F)(F)F)=O (N-(piperidin-4-ylmethyl)-3,5-bis(trifluoromethyl)benzamide), CCN(C(C)C)C(C)C (DIPEA), ClCC(=O)Cl (2-chloroacetyl chloride). The solvent is C(Cl)Cl (CH2Cl2). Run at time 8 hour. Product: ClCC(=O)N1CCC(CC1)CNC(C1=CC(=CC(=C1)C(F)(F)F)C(F)(F)F)=O (N-((1-(2-chloroacetyl)piperidin-4-yl)methyl)-3,5-bis(trifluoromethyl)benzamide). Yield: 82.0%. As a reaction SMILES: [NH:1]1[CH2:6][CH2:5][CH:4]([CH2:7][NH:8][C:9](=[O:24])[C:10]2[CH:15]=[C:14]([C:16]([F:19])([F:18])[F:17])[CH:13]=[C:12]([C:20]([F:23])([F:22])[F:21])[CH:11]=2)[CH2:3][CH2:2]1.CCN(C(C)C)C(C)C.[Cl:34][CH2:35][C:36](Cl)=[O:37]>C(Cl)Cl>[Cl:34][CH2:35][C:36]([N:1]1[CH2:6][CH2:5][CH:4]([CH2:7][NH:8][C:9](=[O:24])[C:10]2[CH:11]=[C:12]([C:20]([F:21])([F:22])[F:23])[CH:13]=[C:14]([C:16]([F:18])([F:19])[F:17])[CH:15]=2)[CH2:3][CH2:2]1)=[O:37]. Procedure details: A solution of N-(piperidin-4-ylmethyl)-3,5-bis(trifluoromethyl)benzamide (2.0 g, 5.66 mmol) and DIPEA (1.2 mL) in CH2Cl2 (10 mL) was added 2-chloroacetyl chloride (0.64, 5.66 mmol) dropwise, the mixture was stirred overnight. The mixture was washed with water, dried with Na2SO4, filtered, and the solvent was removed in vacuo. The residue was purified by automated flash chromatography to yield the product (2.0 g, 82%). Reactants: COc1cc(NC(C)=O)ccc1OCCCN1CCN(c2ccccc2)CC1, CC(C)=CCBr, CN(C)C=O, [H-], [Na+]. Yields the product COc1cc(N(CC=C(C)C)C(C)=O)ccc1OCCCN1CCN(c2ccccc2)CC1. As a reaction SMILES: [C:1]([CH3:2])(=[O:3])[NH:4][c:5]1[cH:6][c:7]([O:27][CH3:28])[c:8]([O:9][CH2:10][CH2:11][CH2:12][N:13]2[CH2:14][CH2:15][N:16]([c:19]3[cH:20][cH:21][cH:22][cH:23][cH:24]3)[CH2:17][CH2:18]2)[cH:25][cH:26]1.[CH3:31][C:32](=[CH:33][CH2:34][Br:35])[CH3:36].[CH3:37][N:38]([CH3:39])[CH:40]=[O:41].[H-:29].[Na+:30]>>[C:1]([CH3:2])(=[O:3])[N:4]([c:5]1[cH:6][c:7]([O:27][CH3:28])[c:8]([O:9][CH2:10][CH2:11][CH2:12][N:13]2[CH2:14][CH2:15][N:16]([c:19]3[cH:20][cH:21][cH:22][cH:23][cH:24]3)[CH2:17][CH2:18]2)[cH:25][cH:26]1)[CH2:34][CH:33]=[C:32]([CH3:31])[CH3:36].